This data is from the Open Reaction Database (ORD), a public repository of structured organic reaction records. The task is: describe an organic reaction: reactants, conditions, products, and yield Starting materials: CCCCC(C)(C)C(=O)NCC1OC(C)(C)N(C(=O)OC(C)(C)C)C1CC(CO)C(C)C, ClCCl. Yields the product CCCCC(C)(C)C(=O)NCC1OC(C)(C)N(C(=O)OC(C)(C)C)C1CC(C=O)C(C)C. RXN SMILES: [CH3:1][C:2]([C:3](=[O:4])[NH:5][CH2:6][CH:7]1[CH:8]([CH2:21][CH:22]([CH:23]([CH3:24])[CH3:25])[CH2:26][OH:27])[N:9]([C:14](=[O:15])[O:16][C:17]([CH3:18])([CH3:19])[CH3:20])[C:10]([CH3:12])([CH3:13])[O:11]1)([CH2:28][CH2:29][CH2:30][CH3:31])[CH3:32].[Cl:33][CH2:34][Cl:35]>>[CH3:1][C:2]([C:3](=[O:4])[NH:5][CH2:6][CH:7]1[CH:8]([CH2:21][CH:22]([CH:23]([CH3:24])[CH3:25])[CH:26]=[O:27])[N:9]([C:14](=[O:15])[O:16][C:17]([CH3:18])([CH3:19])[CH3:20])[C:10]([CH3:12])([CH3:13])[O:11]1)([CH2:28][CH2:29][CH2:30][CH3:31])[CH3:32]. Reactants: CC(=O)N(CC(=O)O)S(=O)(=O)c1ccc(-c2c(-c3ccccc3)noc2C)cc1, CO, [Li+], [OH-], O, O. The product is Cc1onc(-c2ccccc2)c1-c1ccc(S(=O)(=O)NCC(=O)O)cc1. RXN SMILES: [C:1](=[O:2])([CH3:3])[N:4]([CH2:5][C:6](=[O:7])[OH:8])[S:9](=[O:10])(=[O:11])[c:12]1[cH:13][cH:14][c:15](-[c:18]2[c:19](-[c:24]3[cH:25][cH:26][cH:27][cH:28][cH:29]3)[n:20][o:21][c:22]2[CH3:23])[cH:16][cH:17]1.[CH3:33][OH:34].[Li+:31].[OH-:30].[OH2:32].[OH2:35]>>[NH:4]([CH2:5][C:6](=[O:7])[OH:8])[S:9](=[O:10])(=[O:11])[c:12]1[cH:13][cH:14][c:15](-[c:18]2[c:19](-[c:24]3[cH:25][cH:26][cH:27][cH:28][cH:29]3)[n:20][o:21][c:22]2[CH3:23])[cH:16][cH:17]1. Starting materials: NC1=CC=C(C=C1)C (p-toluidine), C(=O)(OC)C1=CC=C(C=O)C=C1 (p-carbomethoxybenzaldehyde). Solvent: C1(=CC=CC=C1)C (toluene). Product: C(=O)(OC)C1=CC=C(C=NC2=CC=C(C=C2)C)C=C1 (N-(p-carbomethoxybenzylidene)-p-methylaniline). As a reaction SMILES: [NH2:1][C:2]1[CH:7]=[CH:6][C:5]([CH3:8])=[CH:4][CH:3]=1.[C:9]([C:13]1[CH:20]=[CH:19][C:16]([CH:17]=O)=[CH:15][CH:14]=1)([O:11][CH3:12])=[O:10]>C1(C)C=CC=CC=1>[C:9]([C:13]1[CH:20]=[CH:19][C:16]([CH:17]=[N:1][C:2]2[CH:7]=[CH:6][C:5]([CH3:8])=[CH:4][CH:3]=2)=[CH:15][CH:14]=1)([O:11][CH3:12])=[O:10]. Procedure details: p-toluidine (0.20 moles), p-carbomethoxybenzaldehyde (0.20 moles), and IRC-50 (weakly acidic) ion exchange resin (0.5 g.) were azeotropically refluxed in toluene (150 cc.). The required amount of water had been removed after 3 hours. The solvent was removed on the rotary evaporator and the residue was recrystallized with 95% ethanol to yield N-(p-carbomethoxybenzylidene)-p-methylaniline. The reactants are N(=NC(=O)OC(C)C)C(=O)OC(C)C (diisopropyl azodicarboxylate), COC(C=1C(C(=O)OC)=C(C=CC1)O)=O (3-hydroxyphthalic acid dimethyl ester), FC1=CC=CC=2SC(=CC21)CO ((4-fluoro-benzo[b]thiophen-2-yl)-methanol), C1(=CC=CC=C1)P(C1=CC=CC=C1)C1=CC=CC=C1 (triphenyl phosphine). The solvent is C1CCOC1 (THF). Reaction conditions: time 8 hour. The product is COC(C=1C(C(=O)OC)=C(C=CC1)OCC1=CC2=C(S1)C=CC=C2F)=O (3-(4-fluoro-benzo[b]thiophen-2-ylmethoxy)-phthalic acid dimethyl ester). Yield: 77.0%. RXN SMILES: [CH3:1][O:2][C:3](=[O:15])[C:4]1[C:5](=[C:10]([OH:14])[CH:11]=[CH:12][CH:13]=1)[C:6]([O:8][CH3:9])=[O:7].[F:16][C:17]1[C:25]2[CH:24]=[C:23]([CH2:26]O)[S:22][C:21]=2[CH:20]=[CH:19][CH:18]=1.C1(P(C2C=CC=CC=2)C2C=CC=CC=2)C=CC=CC=1.N(C(OC(C)C)=O)=NC(OC(C)C)=O>C1COCC1>[CH3:1][O:2][C:3](=[O:15])[C:4]1[C:5](=[C:10]([O:14][CH2:26][C:23]2[S:22][C:21]3[CH:20]=[CH:19][CH:18]=[C:17]([F:16])[C:25]=3[CH:24]=2)[CH:11]=[CH:12][CH:13]=1)[C:6]([O:8][CH3:9])=[O:7]. Procedure details: To a stirred suspension of 3-hydroxyphthalic acid dimethyl ester (1.1 g, 5.2 mmol), (4-fluoro-benzo[b]thiophen-2-yl)-methanol (0.96 g, 10.5 mmol), and polymer-supported triphenyl phosphine (3.0 g, 10.5 mmol) in THF (35 mL) in an ice-bath was slowly added diisopropyl azodicarboxylate (2.1 mL, 10.5 mmol) and stirred at r.t. overnight. The mixture was filtered and the solid was washed with ethyl acetate (10 mL). The filtrate was evaporated and the residue was purified by flash column chromatography... The reactants are N[C@@H](CC(C)C)C(=O)O (L-Leucine), C(CCCCCCC)O (1-octanol), O.C1(=CC=C(C=C1)S(=O)(=O)O)C (p-toluenesulfonic acid monohydrate). Run in C1(=CC=CC=C1)C (toluene). Product: C(CCCCCCC)OC([C@@H](N)CC(C)C)=O (L-Leucine Octyl Ester). Yield: 97.4%. Reaction SMILES: [NH2:1][C@H:2]([C:7]([OH:9])=[O:8])[CH2:3][CH:4]([CH3:6])[CH3:5].[CH2:10](O)[CH2:11][CH2:12][CH2:13][CH2:14][CH2:15][CH2:16][CH3:17].O.C1(C)C=CC(S(O)(=O)=O)=CC=1>C1(C)C=CC=CC=1>[CH2:10]([O:8][C:7](=[O:9])[C@H:2]([CH2:3][CH:4]([CH3:6])[CH3:5])[NH2:1])[CH2:11][CH2:12][CH2:13][CH2:14][CH2:15][CH2:16][CH3:17] |f:2.3|. Reported procedure: L-Leucine (5.0 g, 0.038 mol), 1-octanol (5.0 g, 0.038 mol) and p-toluenesulfonic acid monohydrate (8.0 g, 0.042 mol) were suspended in toluene (200 ml) in a flask equipped with a Dean-Stark trap and refluxed for 20 h. Subsequently, the solvent was removed in vacuo and the remaining white solid was dissolved in CHCl3 (150 ml). This solution was extracted with 10%1/sodium carbonate, water and brine and dried Over MgSO4, Evaporation of the solvent in vacuo yielded a colourless oil (9.0 g, 0.037 mol... The reactants are CN1CCC(O)C1, COC(=O)C(O)(c1ccco1)C1CCCCC1, Cc1ccccc1. The product is CN1CCC(OC(=O)C(O)(c2ccco2)C2CCCCC2)C1. Reaction SMILES: [CH3:18][N:19]1[CH2:20][CH:21]([OH:24])[CH2:22][CH2:23]1.[CH3:1][O:2][C:3]([C:4]([OH:5])([c:6]1[o:7][cH:8][cH:9][cH:10]1)[CH:11]1[CH2:12][CH2:13][CH2:14][CH2:15][CH2:16]1)=[O:17].[CH3:25][c:26]1[cH:27][cH:28][cH:29][cH:30][cH:31]1>>[CH:1]1([O:2][C:3]([C:4]([OH:5])([c:6]2[o:7][cH:8][cH:9][cH:10]2)[CH:11]2[CH2:12][CH2:13][CH2:14][CH2:15][CH2:16]2)=[O:17])[CH2:21][CH2:20][N:19]([CH3:18])[CH2:23]1.